This data is from the Open Reaction Database (ORD), a public repository of structured organic reaction records. The task is: describe an organic reaction: reactants, conditions, products, and yield Reactants: C(C=C)OC1=CC=C(C(=O)C2=CC=CC=C2)C=C1 (4-allyloxybenzophenone), C[SiH](O[SiH](C)C)C (1,1,3,3-tetramethyldisiloxane), C(C=C)OC1=CC=C(C(=O)C2=CC=CC=C2)C=C1 (4-allyloxybenzophenone), C(C=C)OC1=CC=C(C(=O)C2=CC=CC=C2)C=C1.C1CCOC1 (4-allyloxybenzophenone THF), C(C=C)OC1=CC=C(C(=O)C2=CC=CC=C2)C=C1 (4-allyloxybenzophenone). Run in C1CCOC1 (THF), C1CCOC1 (THF). Run at temperature 60 celsius, time 15 minute. Product: C[SiH](O[Si](O[SiH](C)C)(C)C)C (1,1,3,3,5,5-hexamethyltrisiloxane), C[SiH](O[SiH](C)C)C (1,1,3,3-tetramethyldisiloxane). Reaction SMILES: C(OC1C=CC(C(C2C=CC=CC=2)=O)=CC=1)C=C.[CH3:19][SiH:20]([CH3:25])[O:21][SiH:22]([CH3:24])[CH3:23].C(OC1C=CC(C(C2C=CC=CC=2)=O)=CC=1)C=C.C1COCC1>C1COCC1>[CH3:19][SiH:20]([CH3:25])[O:21][Si:22]([CH3:24])([CH3:23])[O:21][SiH:20]([CH3:25])[CH3:19].[CH3:19][SiH:20]([CH3:25])[O:21][SiH:22]([CH3:24])[CH3:23] |f:2.3|. Procedure details: Allyloxybenzophenone 1 (200 g, 840 mmol) was dissolved with warming in THF (150 mL, EM Science) and charged to an addition funnel placed on a 2 L four-necked flask equipped with a mechanical stirrer, reflux condenser and internal temperature probe under a dry air purge. To the reaction vessel was added 1,1,3,3-tetramethyldisiloxane (740 mL, 4.18 mol, Hanse Chemie) and THF (100 mL). The internal pot temperature was raised to 50° C., at which point chlorotris(triphenylphosphine) rhodium (“Wilkinso... Reactants: CC12OCC(C(=O)O)(CO1)CO2, C(=NC1CCCCC1)=NC1CCCCC1, CC(C)(C)O, CC#N. Yields the product CC(C)(C)OC(=O)C12COC(C)(OC1)OC2. RXN SMILES: [C:1](=[O:2])([OH:3])[C:4]12[CH2:5][O:6][C:7]([CH3:12])([O:8][CH2:9]1)[O:10][CH2:11]2.[CH2:13]1[CH2:14][CH2:15][CH:16]([N:17]=[C:18]=[N:19][CH:20]2[CH2:21][CH2:22][CH2:23][CH2:24][CH2:25]2)[CH2:26][CH2:27]1.[CH3:28][C:29]([CH3:30])([CH3:31])[OH:32].[CH3:33][C:34]#[N:35]>>[C:1]([O:2][C:29]([CH3:28])([CH3:30])[CH3:31])(=[O:3])[C:4]12[CH2:5][O:6][C:7]([CH3:12])([O:8][CH2:9]1)[O:10][CH2:11]2. Starting materials: BrC=1C=CC=C2C=CNC12 (7-bromo-1H-indole), ClC=1C=C(C=CC1)B(O)O (3-chlorophenylboronic acid). Product: ClC=1C=C(C=CC1)C=1C=CC=C2C=CNC12 (7-(3-CHLOROPHENYL)-1H-INDOLE). As a reaction SMILES: Br[C:2]1[CH:3]=[CH:4][CH:5]=[C:6]2[C:10]=1[NH:9][CH:8]=[CH:7]2.[Cl:11][C:12]1[CH:13]=[C:14](B(O)O)[CH:15]=[CH:16][CH:17]=1>>[Cl:11][C:12]1[CH:17]=[C:16]([C:2]2[CH:3]=[CH:4][CH:5]=[C:6]3[C:10]=2[NH:9][CH:8]=[CH:7]3)[CH:15]=[CH:14][CH:13]=1. Reported procedure: Prepared by Procedure I and Scheme T using 7-bromo-1H-indole and 3-chlorophenylboronic acid: ESMS m/e: 227.9 (M+H)+. Starting materials: C(C)(C)(C)C=1N=C(C=2C(N1)=NN(N2)CC)N2CC(CC2)(F)F (5-tert-Butyl-7-(3,3-difluoro-pyrrolidin-1-yl)-2-ethyl-2H-[1,2,3]triazolo[4,5-d]pyrimidine), C(C)(C)(C)C=1N=C(C2=C(N1)NN=N2)N2CC(CC2)(F)F (5-tert-butyl-7-(3,3-difluoropyrrolidin-1-yl)-3H-[1,2,3]triazolo[4,5-d]pyrimidine), ClCC1=NC(=NN1C)C (5-(chloromethyl)-1,3-dimethyl-1H-1,2,4-triazole). Product: C(C)(C)(C)C=1N=C(C=2C(N1)=NN(N2)CC=2N(N=C(N2)C)C)N2CC(CC2)(F)F (5-tert-Butyl-7-(3,3-difluoro-pyrrolidin-1-yl)-2-(2,5-dimethyl-2H-[1,2,4]triazol-3-ylmethyl)-2H-[1,2,3]triazolo[4,5-d]pyrimidine). Reaction SMILES: [C:1]([C:5]1[N:6]=[C:7]([N:16]2[CH2:20][CH2:19][C:18]([F:22])([F:21])[CH2:17]2)[C:8]2[C:9](=[N:11][N:12]([CH2:14][CH3:15])[N:13]=2)[N:10]=1)([CH3:4])([CH3:3])[CH3:2].C(C1N=C(N2CCC(F)(F)C2)C2N=NNC=2N=1)(C)(C)C.ClC[C:45]1[N:49](C)[N:48]=[C:47]([CH3:51])[N:46]=1>>[C:1]([C:5]1[N:6]=[C:7]([N:16]2[CH2:20][CH2:19][C:18]([F:21])([F:22])[CH2:17]2)[C:8]2[C:9](=[N:11][N:12]([CH2:14][C:15]3[N:49]([CH3:45])[N:48]=[C:47]([CH3:51])[N:46]=3)[N:13]=2)[N:10]=1)([CH3:2])([CH3:3])[CH3:4]. Procedure: In analogy to the procedure described for the synthesis of 5-tert-butyl-7-(3,3-difluoro-pyrrolidin-1-yl)-2-ethyl-2H-[1,2,3]triazolo[4,5-d]pyrimidine (example 3, step b), the title compound was prepared from 5-tert-butyl-7-(3,3-difluoropyrrolidin-1-yl)-3H-[1,2,3]triazolo[4,5-d]pyrimidine and 5-(chloromethyl)-1,3-dimethyl-1H-1,2,4-triazole and isolated as light yellow gum. MS (m/e): 392.3 (MH+).